From a dataset of the Open Reaction Database (ORD), a public repository of structured organic reaction records. describe an organic reaction: reactants, conditions, products, and yield Starting materials: C(C)(C)O (isopropanol), [H-].[Na+] (sodium hydride), FC1=NC=C(C=C1)Br (2-fluoro-5-bromopyridine). Run in CCOCC (ether), CN(C=O)C (N,N-dimethyl formamide). Conditions: temperature 130 celsius, time 16 hour. Product: BrC=1C=CC(=NC1)OC(C)C (5-bromo-2-isopropoxypyridine). Isolated yield 91.7%. Reaction SMILES: [CH:1]([OH:4])([CH3:3])[CH3:2].[H-].[Na+].F[C:8]1[CH:13]=[CH:12][C:11]([Br:14])=[CH:10][N:9]=1>CN(C)C=O.CCOCC>[Br:14][C:11]1[CH:12]=[CH:13][C:8]([O:4][CH:1]([CH3:3])[CH3:2])=[N:9][CH:10]=1 |f:1.2|. Reported procedure: To isopropanol (11 mL, 143 mmol) under nitrogen at 25° C. was added sodium hydride (95%, 1.94 g, 76.7 mmol) portion wise over 5 minutes. The reaction was stirred for 16 hours and a solution of 2-fluoro-5-bromopyridine (9 g, 51 mmol) in N,N-dimethyl formamide (250 mL) was added over 10 minutes. The resulting mixture was heated at 130° C. for 4 hours and cooled to 25° C. The mixture was diluted with ether (500 mL) and washed with water (600 mL) and brine (300 mL). The organic layer was dried (MgSO... The reactants are CC=1SC=C(N1)C(=O)OCC (ethyl 2-methyl-1,3-thiazole-4-carboxylate), C1CC(=O)N(C1=O)Br (NBS), C(=O)(O)[O-].[Na+] (NaHCO3), C1CC(=O)N(C1=O)Br (NBS). The solvent is CC#N (MeCN). Conditions: time 5 minute. The product is BrC1=C(N=C(S1)C)C(=O)OCC (ethyl 5-bromo-2-methyl-1,3-thiazole-4-carboxylate). The yield is 40.1%. RXN SMILES: [CH3:1][C:2]1[S:3][CH:4]=[C:5]([C:7]([O:9][CH2:10][CH3:11])=[O:8])[N:6]=1.C1C(=O)N([Br:19])C(=O)C1.C([O-])(O)=O.[Na+]>CC#N>[Br:19][C:4]1[S:3][C:2]([CH3:1])=[N:6][C:5]=1[C:7]([O:9][CH2:10][CH3:11])=[O:8] |f:2.3|. Reported procedure: To a solution of ethyl 2-methyl-1,3-thiazole-4-carboxylate (14.53 g) in MeCN (150 mL) was added NBS (22.66 g), followed by heating under reflux for 3 hours. To the reaction mixture was added NBS (7.55 g), followed by heating under reflux for 2 hours. Under ice-cooling, to the reaction mixture was added a saturated aqueous NaHCO3 solution, followed by stirring for 5 minutes, and then extraction with EtOAc. The organic layer was dried over MgSO4 and then concentrated under reduced pressure. The re...